From a dataset of the Open Reaction Database (ORD), a public repository of structured organic reaction records. describe an organic reaction: reactants, conditions, products, and yield Reactants: C(#C)C=1C=NN2C1N=C(C=C2C(F)(F)F)C2=CC=C(C=C2)C(F)(F)F (3-ethynyl-7-trifluoromethyl-5-(4-trifluoromethyl-phenyl)-pyrazolo[1,5-a]pyrimidine), IC=1C=C(C(=NC1)N)C(F)(F)F (5-Iodo-3-trifluoromethyl-pyridin-2-ylamine). Yields the product FC(C=1C(=NC=C(C1)C#CC=1C=NN2C1N=C(C=C2C(F)(F)F)C2=CC=C(C=C2)C(F)(F)F)N)(F)F (3-Trifluoromethyl-5-[7-trifluoromethyl-5-(4-trifluoromethyl-phenyl)-pyrazolo[1,5-a]pyrimidin-3-ylethynyl]-pyridin-2-ylamine), solid. Yield: 72.0%. Reaction SMILES: [C:1]([C:3]1[CH:4]=[N:5][N:6]2[C:11]([C:12]([F:15])([F:14])[F:13])=[CH:10][C:9]([C:16]3[CH:21]=[CH:20][C:19]([C:22]([F:25])([F:24])[F:23])=[CH:18][CH:17]=3)=[N:8][C:7]=12)#[CH:2].I[C:27]1[CH:28]=[C:29]([C:34]([F:37])([F:36])[F:35])[C:30]([NH2:33])=[N:31][CH:32]=1>>[F:37][C:34]([F:35])([F:36])[C:29]1[C:30]([NH2:33])=[N:31][CH:32]=[C:27]([C:2]#[C:1][C:3]2[CH:4]=[N:5][N:6]3[C:11]([C:12]([F:14])([F:13])[F:15])=[CH:10][C:9]([C:16]4[CH:21]=[CH:20][C:19]([C:22]([F:25])([F:24])[F:23])=[CH:18][CH:17]=4)=[N:8][C:7]=23)[CH:28]=1. Procedure: The title compound was prepared from 3-ethynyl-7-trifluoromethyl-5-(4-trifluoromethyl-phenyl)-pyrazolo[1,5-a]pyrimidine (example C.1) (355 g, 1.0 mmol) and 5-iodo-3-trifluoromethyl-pyridin-2-ylamine (example B.48) (288 mg, 1.0 mmol) according to general procedure II. Obtained as an off-white solid (370 mg, 72%). MS (ISP) 516.2 [(M+H)+]; mp 230° C. Reactants: ClC1=C(C(=O)OC(C)(C)C(=O)OC)C=C(C(=C1)F)N1C(N(C(=CC1=O)C)C)=O (1-methoxycarbonyl-1-methylethyl 2-chloro-5-[3,6-dihydro-3 4-dimethyl-2,6-dioxo-1(2H)-pyrimidinyl]-4-fluorobenzoate), [Cu]C#N (copper(I) cyanide). Solvent: CN1C(N(CCC1)C)=O (1,3-dimethyl-3,4,5,6-tetrahydro-2(1H)-pyrimidinone). Reaction conditions: temperature 220 celsius. Yields the product C(#N)C1=C(C(=O)OC(C)(C)C(=O)OC)C=C(C(=C1)F)N1C(N(C(=CC1=O)C)C)=O (1-methoxycarbonyl-1-methylethyl 2-cyano-5-[3,6-dihydro-3,4-dimethyl-2,6-dioxo-1(2H)-pyrimidinyl]-4-fluorobenzoate). As a reaction SMILES: Cl[C:2]1[CH:17]=[C:16]([F:18])[C:15]([N:19]2[C:24](=[O:25])[CH:23]=[C:22]([CH3:26])[N:21]([CH3:27])[C:20]2=[O:28])=[CH:14][C:3]=1[C:4]([O:6][C:7]([C:10]([O:12][CH3:13])=[O:11])([CH3:9])[CH3:8])=[O:5].[Cu][C:30]#[N:31]>CN1CCCN(C)C1=O>[C:30]([C:2]1[CH:17]=[C:16]([F:18])[C:15]([N:19]2[C:24](=[O:25])[CH:23]=[C:22]([CH3:26])[N:21]([CH3:27])[C:20]2=[O:28])=[CH:14][C:3]=1[C:4]([O:6][C:7]([C:10]([O:12][CH3:13])=[O:11])([CH3:9])[CH3:8])=[O:5])#[N:31]. Procedure details: A mixture of 1.5 g of 1-methoxycarbonyl-1-methylethyl 2-chloro-5-[3,6-dihydro-3 4-dimethyl-2,6-dioxo-1(2H)-pyrimidinyl]-4-fluorobenzoate and 0.4 g of copper(I) cyanide in 20 ml of 1,3-dimethyl-3,4,5,6-tetrahydro-2(1H)-pyrimidinone is heated to 220° C. under nitrogen for 6 hours. After cooling to room temperature the mixture is filtered and the filtrate is dissolved in 200 ml of ethyl acetate. The solution is washed four times with 50 ml of water each time, the combined organic phases are dried a... Starting materials: [I-].[Na+] (Sodium iodide), O (water), BrC=1C=C(C=CC1F)N1C(C(CC1)OS(=O)(=O)C)=O (1(3-bromo4-fluorophenyl)3-methanesulphonyloxypyrrolidin-2-one), C(C)N (ethylamine). Solvent: O1CCCC1 (tetrahydrofuran). Conditions: time 2 hour. Yields the product BrC=1C=C(C=CC1F)N1C(C(CC1)NCC)=O (1(3-bromo-4-fluorophenyl)3-ethylaminopyrrolidin-2-one). Reaction SMILES: [I-].[Na+].[CH2:3]([NH2:5])[CH3:4].[Br:6][C:7]1[CH:8]=[C:9]([N:14]2[CH2:18][CH2:17][CH:16](OS(C)(=O)=O)[C:15]2=[O:24])[CH:10]=[CH:11][C:12]=1[F:13].O>O1CCCC1>[Br:6][C:7]1[CH:8]=[C:9]([N:14]2[CH2:18][CH2:17][CH:16]([NH:5][CH2:3][CH3:4])[C:15]2=[O:24])[CH:10]=[CH:11][C:12]=1[F:13] |f:0.1|. Procedure: Sodium iodide (1.1 g), followed by ethylamine (1.92 ml) was added to a solution in tetrahydrofuran (60 ml) of the ethylamino compound prepared in Step 2 (2.6 g). The solution was stirred for two hours and then left to stand overnight. The reaction mixture was then poured into water and extracted with ethyl acetate three times. The extracts were combined, washed twice with water and once with brine, dried (magnesium sulphate), and concentrated to yield a dark brown oil. This was chromatographed o... The reactants are CC1=CC=C(CSCC(=O)OCC)C=C1 (ethyl (4-methylbenzylthio)acetate), paraffin, SCC(=O)OCC (ethyl 2-mercaptoacetate), BrCC1=CC2=CC=CC=C2C=C1 (2-bromomethylnaphthalene), [H-].[Na+] (sodium hydride). The solvent is O1CCCC1 (tetrahydrofuran). Product: C1=C(C=CC2=CC=CC=C12)CSCC(=O)OCC (ethyl (2-naphthylmethylthio)acetate). As a reaction SMILES: [CH3:1][C:2]1[CH:15]=[CH:14][C:5]([CH2:6][S:7][CH2:8][C:9]([O:11][CH2:12][CH3:13])=[O:10])=[CH:4][CH:3]=1.Br[CH2:17][C:18]1C=CC2C(=CC=CC=2)[CH:19]=1.[H-].[Na+].SCC(OCC)=O>O1CCCC1>[CH:14]1[C:15]2[C:2](=[CH:1][CH:17]=[CH:18][CH:19]=2)[CH:3]=[CH:4][C:5]=1[CH2:6][S:7][CH2:8][C:9]([O:11][CH2:12][CH3:13])=[O:10] |f:2.3|. Procedure: The procedure is as in Example 29 for the preparation of ethyl (4-methylbenzylthio)acetate, starting with 2-bromomethylnaphthalene (20 g), sodium hydride (5.1 g) in a 50% strength dispersion in liquid paraffin and ethyl 2-mercaptoacetate (10.9 g) in tetrahydrofuran (200 cc). After purification by chromatography on a silica column with a mixture of cyclohexane and ethyl acetate (80:20 by volume) as eluent, ethyl (2-naphthylmethylthio)acetate (12 g) is obtained, and is used in the crude state in t... The yield is 89.0%. The product is C1(CC1)NC(C1=CC(=C(C=C1)C)C=1C=C2C=NN=C(C2=CC1)N1CCN(CC1)C)=O (N-cyclopropyl-4-methyl-3-(1-(4-methylpiperazin-1-yl)phthalazin-6-yl)benzamide). Procedure details: A mixture of 6-bromo-1-(4-methylpiperazin-1-yl)phthalazine (0.13 g, 0.42 mmol), N-cyclopropyl-4-methyl-3-(4,4,5,5-tetramethyl-1,3,2-dioxaborolan-2-yl) benzamide (0.13 g, 0.42 mmol), tetrakis(triphenylphosphine)palladium (24mg, 0.021 mmol) and 2 M potassium carbonate (0.7 mL, 1.4 mmol) in 5 mL DME/EtOH (4: 1) was stirred at 90° C. for 2 h. The mixture was directly purified via flash chromatography (silica gel) eluting with a gradient of 2% 2 M ammonia in MeOH/DCM to 10% 2 M ammonia in MeOH/DCM to... The reagents and catalysts are C=1C=CC(=CC1)[P](C=2C=CC=CC2)(C=3C=CC=CC3)[Pd]([P](C=4C=CC=CC4)(C=5C=CC=CC5)C=6C=CC=CC6)([P](C=7C=CC=CC7)(C=8C=CC=CC8)C=9C=CC=CC9)[P](C=1C=CC=CC1)(C=1C=CC=CC1)C=1C=CC=CC1 (tetrakis(triphenylphosphine)palladium). The solvent is COCCOC.CCO (DME EtOH). The reactants are BrC=1C=C2C=NN=C(C2=CC1)N1CCN(CC1)C (6-bromo-1-(4-methylpiperazin-1-yl)phthalazine), C1(CC1)NC(C1=CC(=C(C=C1)C)B1OC(C(O1)(C)C)(C)C)=O (N-cyclopropyl-4-methyl-3-(4,4,5,5-tetramethyl-1,3,2-dioxaborolan-2-yl) benzamide), C([O-])([O-])=O.[K+].[K+] (potassium carbonate). Conditions: temperature 90 celsius, time 2 hour. Reaction SMILES: Br[C:2]1[CH:3]=[C:4]2[C:9](=[CH:10][CH:11]=1)[C:8]([N:12]1[CH2:17][CH2:16][N:15]([CH3:18])[CH2:14][CH2:13]1)=[N:7][N:6]=[CH:5]2.[CH:19]1([NH:22][C:23](=[O:40])[C:24]2[CH:29]=[CH:28][C:27]([CH3:30])=[C:26](B3OC(C)(C)C(C)(C)O3)[CH:25]=2)[CH2:21][CH2:20]1.C(=O)([O-])[O-].[K+].[K+]>COCCOC.CCO.C1C=CC([P]([Pd]([P](C2C=CC=CC=2)(C2C=CC=CC=2)C2C=CC=CC=2)([P](C2C=CC=CC=2)(C2C=CC=CC=2)C2C=CC=CC=2)[P](C2C=CC=CC=2)(C2C=CC=CC=2)C2C=CC=CC=2)(C2C=CC=CC=2)C2C=CC=CC=2)=CC=1>[CH:19]1([NH:22][C:23](=[O:40])[C:24]2[CH:29]=[CH:28][C:27]([CH3:30])=[C:26]([C:2]3[CH:3]=[C:4]4[C:9](=[CH:10][CH:11]=3)[C:8]([N:12]3[CH2:17][CH2:16][N:15]([CH3:18])[CH2:14][CH2:13]3)=[N:7][N:6]=[CH:5]4)[CH:25]=2)[CH2:20][CH2:21]1 |f:2.3.4,5.6,^1:59,61,80,99|.